From a dataset of the Open Reaction Database (ORD), a public repository of structured organic reaction records. describe an organic reaction: reactants, conditions, products, and yield Reactants: C(C)(C)(C)OC(N[C@H]([C@@H](CN(CC(CCC#N)(C)C)S(=O)(=O)C1=CC2=C(OCO2)C=C1)O)CC1=CC=CC=C1)=O ({(1S,2R)-3-[(Benzo[1,3]dioxole-5-sulfonyl)-(4-cyano-2,2-dimethyl-butyl)-amino]-1-benzyl-2-hydroxy-propyl}-carbamic acid tert-butyl ester), C(=O)(C(F)(F)F)O (TFA). Solvent: C(Cl)Cl (CH2Cl2). Run at time 30 minute. Product: FC(C(=O)O)(F)F.N[C@H]([C@@H](CN(S(=O)(=O)C1=CC2=C(OCO2)C=C1)CC(CCC#N)(C)C)O)CC1=CC=CC=C1 (Benzo[1,3]dioxole-5-sulfonic acid [(2R,3S)-3-amino-2-hydroxy-4-phenyl-butyl]-(4-cyano-2,2-dimethyl-butyl)-amide trifluoroacetate). RXN SMILES: C(OC(=O)[NH:7][C@@H:8]([CH2:33][C:34]1[CH:39]=[CH:38][CH:37]=[CH:36][CH:35]=1)[C@H:9]([OH:32])[CH2:10][N:11]([S:20]([C:23]1[CH:31]=[CH:30][C:26]2[O:27][CH2:28][O:29][C:25]=2[CH:24]=1)(=[O:22])=[O:21])[CH2:12][C:13]([CH3:19])([CH3:18])[CH2:14][CH2:15][C:16]#[N:17])(C)(C)C.[C:41]([OH:47])([C:43]([F:46])([F:45])[F:44])=[O:42]>C(Cl)Cl>[F:44][C:43]([F:46])([F:45])[C:41]([OH:47])=[O:42].[NH2:7][C@@H:8]([CH2:33][C:34]1[CH:35]=[CH:36][CH:37]=[CH:38][CH:39]=1)[C@H:9]([OH:32])[CH2:10][N:11]([CH2:12][C:13]([CH3:19])([CH3:18])[CH2:14][CH2:15][C:16]#[N:17])[S:20]([C:23]1[CH:31]=[CH:30][C:26]2[O:27][CH2:28][O:29][C:25]=2[CH:24]=1)(=[O:21])=[O:22] |f:3.4|. Procedure: A solution of {(1S,2R)-3-[(Benzo[1,3]dioxole-5-sulfonyl)-(4-cyano-2,2-dimethyl-butyl)-amino]-1-benzyl-2-hydroxy-propyl}-carbamic acid tert-butyl ester (0.075 g, 0.13 mmol) in CH2Cl2 at ambient temperature was treated with TFA. After stirring 30 min solvent was removed in vacuo to give desired product as a white solid which was used directly in the next step. The reactants are [Br-], C1CCOC1, CS(C)=O, C[P+](c1ccccc1)(c1ccccc1)c1ccccc1, [H-], N#N, [Na+], O=CCCCCCCCCCCCCCCOC1CCCCO1, O. The product is C=CCCCCCCCCCCCCCCOC1CCCCO1. Reaction SMILES: [Br-:33].[CH2:54]1[O:55][CH2:56][CH2:57][CH2:58]1.[CH3:29][S:30](=[O:31])[CH3:32].[CH3:34][P+:35]([c:36]1[cH:37][cH:38][cH:39][cH:40][cH:41]1)([c:42]1[cH:43][cH:44][cH:45][cH:46][cH:47]1)[c:48]1[cH:49][cH:50][cH:51][cH:52][cH:53]1.[H-:1].[N:3]#[N:4].[Na+:2].[O:5]1[CH:6]([O:11][CH2:12][CH2:13][CH2:14][CH2:15][CH2:16][CH2:17][CH2:18][CH2:19][CH2:20][CH2:21][CH2:22][CH2:23][CH2:24][CH2:25][CH:26]=[O:27])[CH2:7][CH2:8][CH2:9][CH2:10]1.[OH2:28]>>[O:5]1[CH:6]([O:11][CH2:12][CH2:13][CH2:14][CH2:15][CH2:16][CH2:17][CH2:18][CH2:19][CH2:20][CH2:21][CH2:22][CH2:23][CH2:24][CH2:25][CH:26]=[CH2:29])[CH2:7][CH2:8][CH2:9][CH2:10]1. The reactants are CCOC(=O)C (EtOAc), ClC1=CC2=C(C=N1)NC(=N2)S(=O)(=O)C (6-chloro-2-(methylsulfonyl)-3H-imidazo[4,5-c]pyridine), C(C)(C)N(C(C)C)CC (N,N-diisopropylethylamine), C[Si](CCOCCl)(C)C (2-(trimethylsilyl)ethoxymethyl chloride). The solvent is CN(C)C=O (DMF). Conditions: time 18 hour. The product is ClC1=CC2=C(C=N1)N(C(=N2)S(=O)(=O)C)COCC[Si](C)(C)C (6-chloro-2-(methylsulfonyl)-3-((2-(trimethylsilyl)ethoxy)methyl)-3H-imidazo[4,5-c]pyridine). As a reaction SMILES: [Cl:1][C:2]1[N:7]=[CH:6][C:5]2[NH:8][C:9]([S:11]([CH3:14])(=[O:13])=[O:12])=[N:10][C:4]=2[CH:3]=1.C(N(CC)C(C)C)(C)C.[CH3:24][Si:25]([CH3:32])([CH3:31])[CH2:26][CH2:27][O:28][CH2:29]Cl.CCOC(C)=O>CN(C=O)C>[Cl:1][C:2]1[N:7]=[CH:6][C:5]2[N:8]([CH2:29][O:28][CH2:27][CH2:26][Si:25]([CH3:32])([CH3:31])[CH3:24])[C:9]([S:11]([CH3:14])(=[O:13])=[O:12])=[N:10][C:4]=2[CH:3]=1. Reported procedure: To a stirring solution of 6-chloro-2-(methylsulfonyl)-3H-imidazo[4,5-c]pyridine (847 mg, 3.66 mmol) and N,N-diisopropylethylamine (5.11 mL, 29.20 mmol) in anhydrous DMF (25.0 mL) was added 2-(trimethylsilyl)ethoxymethyl chloride (3.24 mL, 18.28 mmol). The reaction was stirred under N2 at RT for 18 h, then added to EtOAc (1.4 L) and washed with saturated NH4Cl (0.3 L). The aqueous layer was separated and back-extracted with EtOAc (0.3 L). The combined organic layers were evaporated under reduced ... Reactants: O=C(O)COCc1cccc(Br)n1, C1COCCN1, CCN(C(C)C)C(C)C, CCN=C=NCCCN(C)C, ClCCl, Cl, O, On1nnc2ccccc21. Product: O=C(COCc1cccc(Br)n1)N1CCOCC1. Reaction SMILES: [Br:1][c:2]1[cH:3][cH:4][cH:5][c:6]([CH2:8][O:9][CH2:10][C:11](=[O:12])[OH:13])[n:7]1.[CH2:14]1[CH2:15][O:16][CH2:17][CH2:18][NH:19]1.[CH2:20]([N:21]([CH:22]([CH3:23])[CH3:24])[CH:25]([CH3:26])[CH3:27])[CH3:28].[CH3:41][N:42]([CH3:43])[CH2:44][CH2:45][CH2:46][N:47]=[C:48]=[N:49][CH2:50][CH3:51].[Cl:52][CH2:53][Cl:54].[ClH:40].[OH2:29].[OH:30][n:31]1[c:32]2[cH:33][cH:34][cH:35][cH:36][c:37]2[n:38][n:39]1>>[Br:1][c:2]1[cH:3][cH:4][cH:5][c:6]([CH2:8][O:9][CH2:10][C:11](=[O:13])[N:19]2[CH2:14][CH2:15][O:16][CH2:17][CH2:18]2)[n:7]1. The reactants are Br, C1COCCO1, [Cu]Br, O=N[O-], N#Cc1ccccc1-c1cc(N)ccc1F, [Na+], O. Product: N#Cc1ccccc1-c1cc(Br)ccc1F. As a reaction SMILES: [BrH:21].[CH2:22]1[O:23][CH2:24][CH2:25][O:26][CH2:27]1.[Cu:29][Br:30].[N:17]([O-:18])=[O:19].[NH2:1][c:2]1[cH:3][cH:4][c:5]([F:16])[c:6](-[c:8]2[c:9]([C:14]#[N:15])[cH:10][cH:11][cH:12][cH:13]2)[cH:7]1.[Na+:20].[OH2:28]>>[c:2]1([Br:21])[cH:3][cH:4][c:5]([F:16])[c:6](-[c:8]2[c:9]([C:14]#[N:15])[cH:10][cH:11][cH:12][cH:13]2)[cH:7]1. The reactants are N#CC1Cc2cc3c(cc2C1)CCCC3, C[O-], CO, Cl, NO, [Na+]. Product: ON=C(NO)C1Cc2cc3c(cc2C1)CCCC3. Reaction SMILES: [CH2:4]1[CH:5]([C:17]#[N:18])[CH2:6][c:7]2[cH:8][c:9]3[c:10]([cH:11][c:12]21)[CH2:13][CH2:14][CH2:15][CH2:16]3.[CH3:1][O-:2].[CH3:22][OH:23].[ClH:19].[NH2:20][OH:21].[Na+:3]>>[CH2:4]1[CH:5]([C:17]([NH:18][OH:23])=[N:20][OH:21])[CH2:6][c:7]2[cH:8][c:9]3[c:10]([cH:11][c:12]21)[CH2:13][CH2:14][CH2:15][CH2:16]3.